This data is from the Open Reaction Database (ORD), a public repository of structured organic reaction records. The task is: describe an organic reaction: reactants, conditions, products, and yield Reactants: COC(=O)N1CC[C@@H]2[C@](CCC[C@H]12)(C#CC=1C=C(C=CC1)C)O ((3aS,4R,7aS)-4-hydroxy-4-m-tolylethynyl-octahydro-indole-1-carboxylic acid methyl ester), C(CCCCCCC)(=O)O (octanoic acid). Yields the product COC(=O)N1CC[C@H]2[C@@](CCC[C@@H]12)(C#CC=1C=C(C=CC1)C)OC(CCCCCCC)=O ((3aR,4S,7aR)-4-octanoyloxy-4-m-tolylethynyl-octahydro-indole-1-carboxylic acid methyl ester). Reaction SMILES: [CH3:1][O:2][C:3]([N:5]1[C@@H:13]2[C@@H:8]([C@@:9]([OH:23])([C:14]#[C:15][C:16]3[CH:17]=[C:18]([CH3:22])[CH:19]=[CH:20][CH:21]=3)[CH2:10][CH2:11][CH2:12]2)[CH2:7][CH2:6]1)=[O:4].[C:24](O)(=[O:32])[CH2:25][CH2:26][CH2:27][CH2:28][CH2:29][CH2:30][CH3:31]>>[CH3:1][O:2][C:3]([N:5]1[C@H:13]2[C@H:8]([C@:9]([O:23][C:24](=[O:32])[CH2:25][CH2:26][CH2:27][CH2:28][CH2:29][CH2:30][CH3:31])([C:14]#[C:15][C:16]3[CH:17]=[C:18]([CH3:22])[CH:19]=[CH:20][CH:21]=3)[CH2:10][CH2:11][CH2:12]2)[CH2:7][CH2:6]1)=[O:4]. Procedure: Synthesis in analogy to the General Method 1 starting from (3aS,4R,7aS)-4-hydroxy-4-m-tolylethynyl-octahydro-indole-1-carboxylic acid methyl ester and octanoic acid to yield (3aR,4S,7aR)-4-octanoyloxy-4-m-tolylethynyl-octahydro-indole-1-carboxylic acid methyl ester. MS [M+H] 296 (ester elimination ion); RT=1.60 min; UPLC Method I Starting materials: C[S-], CN(C)C=O, Cl, N#Cc1cc(C(F)(F)F)ccc1F, [Na+]. Yields the product CSc1ccc(C(F)(F)F)cc1C#N. RXN SMILES: [CH3:14][S-:15].[CH3:18][N:19]([CH3:20])[CH:21]=[O:22].[ClH:17].[F:1][c:2]1[c:3]([C:4]#[N:5])[cH:6][c:7]([C:10]([F:11])([F:12])[F:13])[cH:8][cH:9]1.[Na+:16]>>[c:2]1([S:15][CH3:14])[c:3]([C:4]#[N:5])[cH:6][c:7]([C:10]([F:11])([F:12])[F:13])[cH:8][cH:9]1.